Dataset: the Open Reaction Database (ORD), a public repository of structured organic reaction records. Task: describe an organic reaction: reactants, conditions, products, and yield Reactants: COC=1C=NC(=CC1CC)C(C)O (3-methoxy-4-ethyl-6-(1-hydroxyethyl)-pyridine), S(=O)(Cl)Cl (thionyl chloride). Run in C(Cl)Cl (methylene chloride). Reaction conditions: time 1 hour. The product is COC=1C=NC(=CC1CC)C(C)Cl (3-methoxy-4-ethyl-6-(1-chloroethyl)-pyridine). Yield: 95.9%. Reaction SMILES: [CH3:1][O:2][C:3]1[CH:4]=[N:5][C:6]([CH:11](O)[CH3:12])=[CH:7][C:8]=1[CH2:9][CH3:10].S(Cl)([Cl:16])=O>C(Cl)Cl>[CH3:1][O:2][C:3]1[CH:4]=[N:5][C:6]([CH:11]([Cl:16])[CH3:12])=[CH:7][C:8]=1[CH2:9][CH3:10]. Procedure details: A solution of 3-methoxy-4-ethyl-6-(1-hydroxyethyl)-pyridine (236 mg, 1.3 mmol) in 5 mL of methylene chloride at 0° C. is treated with thionyl chloride (0.141 mL, 1.95 mmol) and stirred at room temperature for 1 h. The reaction is quenched with 12 mL of saturated sodium bicarbonate. The aqueous layer is extracted with 3×10 mL of methylene chloride. The combined organics are dried over potassium carbonate and concentrated in vacuo to provide 249 mg (96%) of 3-methoxy-4-ethyl-6-(1-chloroethyl)-pyri... Starting materials: ClC1=NC(=CC=C1N)Cl (2,6-dichloro-3-aminopyridine), C(C=1C(O)=CC=CC1)(=O)O (salicylic acid), S(=O)(Cl)Cl (thionyl chloride), 20g, [OH-].[Na+] (NaOH). The solvent is C1(=CC=CC=C1)C (toluene), O (H2O). Reaction conditions: temperature 90 celsius. The product is ClC1=NC(=CC=C1NC(C1=C(C=CC=C1)O)=O)Cl (2,6-Dichloro-3-(2'-hydroxybenzoyl)aminopyridine). Reaction SMILES: [Cl:1][C:2]1[C:7]([NH2:8])=[CH:6][CH:5]=[C:4]([Cl:9])[N:3]=1.[C:10](O)(=[O:18])[C:11]1[C:12](=[CH:14][CH:15]=[CH:16][CH:17]=1)[OH:13].S(Cl)(Cl)=O.[OH-].[Na+]>C1(C)C=CC=CC=1.O>[Cl:1][C:2]1[C:7]([NH:8][C:10](=[O:18])[C:11]2[CH:17]=[CH:16][CH:15]=[CH:14][C:12]=2[OH:13])=[CH:6][CH:5]=[C:4]([Cl:9])[N:3]=1 |f:3.4|. Procedure details: A suspension of 60.3g (0.37 mole) 2,6-dichloro-3-aminopyridine and salicylic acid 61g (0.44 mole) in 300 mL of toluene were heated to reflux for one hour. The reaction mixture was cooled at 90° C. and 34.2 ml (0.47 mole) of thionyl chloride was slowly added. After the addition the reaction mixture was refluxed for 3 hours, then cooled to room temperature. To the reaction mixture was added a solution containing 20g NaOH in 740 mL of H2O. The organic phase was separated and washed with water. The ... Reactants: C(C1=CC=CC=C1)N1CCN(CC1)C(=O)OC(C)(C)C (1-benzyl-4-tert-butoxycarbonylpiperazine), Cl.C(C)O (ethanol hydrochloride). Conditions: time 90 minute. Yields the product Cl.C(C1=CC=CC=C1)N1CCNCC1 (1-Benzylpiperazine hydrochloride). Isolated yield 97.0%. As a reaction SMILES: [CH2:1]([N:8]1[CH2:13][CH2:12][N:11](C(OC(C)(C)C)=O)[CH2:10][CH2:9]1)[C:2]1[CH:7]=[CH:6][CH:5]=[CH:4][CH:3]=1.[ClH:21].C(O)C>>[ClH:21].[CH2:1]([N:8]1[CH2:13][CH2:12][NH:11][CH2:10][CH2:9]1)[C:2]1[CH:3]=[CH:4][CH:5]=[CH:6][CH:7]=1 |f:1.2,3.4|. Reported procedure: To 1-benzyl-4-tert-butoxycarbonylpiperazine (3.12 g), saturated ethanol hydrochloride was added, followed by stirring for 90 minutes at room temperature. The solvent was distilled off under reduced pressure, followed by drying, whereby the title compound (2.73 g, 97%) was obtained as white powder. The reactants are CO, [OH-], [OH-], O=C(O)C(F)(F)F, [Pd+2], CC(Nc1nccc(-n2cnc3cc(OCC4CCCN4C(=O)OCc4ccccc4)ccc32)n1)c1ccccc1. Product: CC(Nc1nccc(-n2cnc3cc(OCC4CCCN4)ccc32)n1)c1ccccc1. Reaction SMILES: [CH3:49][OH:50].[OH-:51].[OH-:52].[OH:42][C:43]([C:44]([F:45])([F:46])[F:47])=[O:48].[Pd+2:53].[c:1]1([CH:7]([CH3:8])[NH:9][c:10]2[n:11][cH:12][cH:13][c:14](-[n:16]3[cH:17][n:18][c:19]4[c:20]3[cH:21][cH:22][c:23]([O:25][CH2:26][CH:27]3[N:28]([C:32]([O:33][CH2:34][c:35]5[cH:36][cH:37][cH:38][cH:39][cH:40]5)=[O:41])[CH2:29][CH2:30][CH2:31]3)[cH:24]4)[n:15]2)[cH:2][cH:3][cH:4][cH:5][cH:6]1>>[c:1]1([CH:7]([CH3:8])[NH:9][c:10]2[n:11][cH:12][cH:13][c:14](-[n:16]3[cH:17][n:18][c:19]4[c:20]3[cH:21][cH:22][c:23]([O:25][CH2:26][CH:27]3[NH:28][CH2:29][CH2:30][CH2:31]3)[cH:24]4)[n:15]2)[cH:2][cH:3][cH:4][cH:5][cH:6]1. Starting materials: CC(C(=O)O[C@H]1C(O[C@@H]([C@H]1OC(C(C)C)=O)COC(C)=O)N1C2=NC=NC(=C2N=C1)N[C@H]1COCC1)C (2-{6-[((3R)oxolan-3-yl)amino]purin-9-yl}(3R, 4R, 5R)-5-(acetyloxymethyl)-4-(2-methylpropanoyloxy)oxolan-3-yl 2-methylpropanoate), C1(CCCC1)C(=O)O (cyclopentanecarboxylic acid), C(C(C)C)(=O)OC(C(C)C)=O (isobutyric anhydride). The product is CC(C(=O)O[C@H]1C(O[C@@H]([C@H]1OC(C(C)C)=O)COC(=O)C1CCCC1)N1C2=NC=NC(=C2N=C1)N[C@H]1COCC1)C (2-{6-[((3R)oxolan-3-yl)amino]purin-9-yl}(3R, 4R, 5R)-5-(cyclopentylcarbonyloxymethyl)-4-(2-methylpropanoyloxy)oxolan-3-yl 2-methylpropanoate). As a reaction SMILES: [CH3:1][CH:2]([CH3:37])[C:3]([O:5][C@@H:6]1[C@H:10]([O:11][C:12](=[O:16])[CH:13]([CH3:15])[CH3:14])[C@@H:9]([CH2:17][O:18][C:19](=[O:21])[CH3:20])[O:8][CH:7]1[N:22]1[CH:30]=[N:29][C:28]2[C:23]1=[N:24][CH:25]=[N:26][C:27]=2[NH:31][C@@H:32]1[CH2:36][CH2:35][O:34][CH2:33]1)=[O:4].[CH:38]1(C(O)=O)[CH2:42]C[CH2:40][CH2:39]1.C(OC(=O)C(C)C)(=O)C(C)C>>[CH3:1][CH:2]([CH3:37])[C:3]([O:5][C@@H:6]1[C@H:10]([O:11][C:12](=[O:16])[CH:13]([CH3:14])[CH3:15])[C@@H:9]([CH2:17][O:18][C:19]([CH:20]2[CH2:40][CH2:39][CH2:38][CH2:42]2)=[O:21])[O:8][CH:7]1[N:22]1[CH:30]=[N:29][C:28]2[C:23]1=[N:24][CH:25]=[N:26][C:27]=2[NH:31][C@@H:32]1[CH2:36][CH2:35][O:34][CH2:33]1)=[O:4]. Reported procedure: Compound 17 was prepared in the manner of compound 15 utilizing cyclopentanecarboxylic acid under conditions B for introduction of the ester group at the 5′ hydroxyl group, and isobutyric anhydride under conditions A for the introduction of the 2′ and 3′ hydroxyl groups: 1H NMR(CDCl3) δ1.05-1.23 (m, 12H), 1.52-2.05 (m, 8H), 2.26-2.38 (m,1H), 2.49-2.63(m,2H), 2.71-2.79 (m, 1H), 3.75-3.87(m,2H), 3.94-4.06(m,2H), 4.34-4.45 (m, 3H), 4.78-4.86(m, 1H), 5.58 (dd, 1H), 5.81 (dd, 1H), 6.17 (d, 1H), 6.95 ...